describe an organic reaction: reactants, conditions, products, and yield From a dataset of the Open Reaction Database (ORD), a public repository of structured organic reaction records. The reactants are Cl.N1C[C@@H](CCC1)NC(=O)C1=CNC2=C1N=CN=C2C2=C(C=C(C(=C2)OC)F)OCC2CC2 (4-(2-Cyclopropylmethoxy-4-fluoro-5-methoxy-phenyl)-5H-pyrrolo[3,2-d]pyrimidine-7-carboxylic acid (R)-piperidin-3-ylamide hydrochloride), ClC(=O)COC(C)=O (acetic acid chlorocarbonyl-methyl ester). The product is OCC(=O)N1C[C@@H](CCC1)NC(=O)C1=CNC2=C1N=CN=C2C2=C(C=C(C(=C2)OC)F)OCC2CC2 (4-(2-Cyclopropylmethoxy-4-fluoro-5-methoxy-phenyl)-5H-pyrrolo[3,2-d]pyrimidine-7-carboxylic acid [(R)-1-(2-hydroxy-acetyl)piperidin-3-yl]-amide). As a reaction SMILES: Cl.[NH:2]1[CH2:7][CH2:6][CH2:5][C@@H:4]([NH:8][C:9]([C:11]2[C:15]3[N:16]=[CH:17][N:18]=[C:19]([C:20]4[CH:25]=[C:24]([O:26][CH3:27])[C:23]([F:28])=[CH:22][C:21]=4[O:29][CH2:30][CH:31]4[CH2:33][CH2:32]4)[C:14]=3[NH:13][CH:12]=2)=[O:10])[CH2:3]1.Cl[C:35]([CH2:37][O:38]C(=O)C)=[O:36]>>[OH:38][CH2:37][C:35]([N:2]1[CH2:7][CH2:6][CH2:5][C@@H:4]([NH:8][C:9]([C:11]2[C:15]3[N:16]=[CH:17][N:18]=[C:19]([C:20]4[CH:25]=[C:24]([O:26][CH3:27])[C:23]([F:28])=[CH:22][C:21]=4[O:29][CH2:30][CH:31]4[CH2:32][CH2:33]4)[C:14]=3[NH:13][CH:12]=2)=[O:10])[CH2:3]1)=[O:36] |f:0.1|. Reported procedure: Starting from 4-(2-Cyclopropylmethoxy-4-fluoro-5-methoxy-phenyl)-5H-pyrrolo[3,2-d]pyrimidine-7-carboxylic acid (R)-piperidin-3-ylamide hydrochloride (example A164) and acetic acid chlorocarbonyl-methyl ester the title compound is obtained as colorless solid. The reactants are CCC(C#CC)=O (Hex-4-yn-3-one), C(C)NN (ethyl hydrazine), solution. The solvent is C(CCC)O (n-butanol), O (water). The product is C(C)N1N=C(C=C1C)CC (1,3-Diethyl-5-methylpyrazole). Reaction SMILES: [CH3:1][CH2:2][C:3](=O)[C:4]#[C:5][CH3:6].[CH2:8]([NH:10][NH2:11])[CH3:9]>C(O)CCC.O>[CH2:8]([N:10]1[C:5]([CH3:6])=[CH:4][C:3]([CH2:2][CH3:1])=[N:11]1)[CH3:9]. Reported procedure: A solution of 18.9 g (0.2 mol) of hex-4-yn-3-one (from Step B) in 120 mL of n-butanol was treated with 40 mL (0.227 mol) of ethyl hydrazine, 34% solution in water. The resulting mixture was heated at reflux for 1.5 h, then cooled to rt. The mixture was concentrated to ˜150 μL volume; this was partitioned between 1 L of ether and 250 mL of water. The layers were separated and the organic layer was dried and concentrated to afford the title compound, which was used without further purification. 1H... Reactants: C1(=CC=CC=C1)C1=CC=CC=C1 (biphenyl), Cl (HCl), C(C1=CC=CC=C1)(=O)Cl (benzoyl chloride), [Cl-].[Cl-].[Cl-].[Al+3] (aluminum trichloride). Run in [N+](=O)([O-])C1=CC=CC=C1 (nitrobenzene). Reaction conditions: temperature 35 celsius, time 3 hour. Product: C(C1=CC=CC=C1)(=O)C1=CC=C(C=C1)C1=CC=C(C=C1)C(C1=CC=CC=C1)=O (dibenzoyl biphenyl). RXN SMILES: [C:1]1([C:7]2[CH:12]=[CH:11][CH:10]=[CH:9][CH:8]=2)[CH:6]=[CH:5][CH:4]=[CH:3][CH:2]=1.[C:13](Cl)(=[O:20])[C:14]1[CH:19]=[CH:18][CH:17]=[CH:16][CH:15]=1.[Cl-].[Cl-].[Cl-].[Al+3].Cl>[N+](C1C=CC=CC=1)([O-])=O>[C:13]([C:4]1[CH:5]=[CH:6][C:1]([C:7]2[CH:8]=[CH:9][C:10]([C:13](=[O:20])[C:14]3[CH:19]=[CH:18][CH:17]=[CH:16][CH:15]=3)=[CH:11][CH:12]=2)=[CH:2][CH:3]=1)(=[O:20])[C:14]1[CH:19]=[CH:18][CH:17]=[CH:16][CH:15]=1 |f:2.3.4.5|. Reported procedure: The photoinitiator dibenzoyl biphenyl was prepared by placing 200 mL nitrobenzene, 38.5 g (0.25 mole) biphenyl, and 140.6 g (1.00 mole) benzoyl chloride into a 1 liter 3-necked flask equipped with a water condenser. While stirring, 160 g (1.2 mole) aluminum trichloride was added slowly over a period of about 30 minutes. During the reaction, the temperature increased from 30° C. to 55° C. The color changed from yellowish to light brown, then reddish. The flask was kept in a water bath at a temper... Procedure details: Gaseous chlorine was slowly introduced to a stirred solution of 35.6 g of 4-trifluoromethoxyphenol in 100 ml carbon tetrachloride. The reaction temperature was kept at 20° to 30° C. by outer cooling. After saturaring with chlorine, the reaction mixture was stirred at 20° to 30° C. for 1 hour, cooled, washed with water, dried over anhydrous sodium sulfate, and evaporated to give a pale yellow residue. The residue was distilled under reduced pressure to give 29.8 g of 2-chloro-4-trifluoromethoxyph... Run in C(Cl)(Cl)(Cl)Cl (carbon tetrachloride). Product: ClC1=C(C=CC(=C1)OC(F)(F)F)O (2-chloro-4-trifluoromethoxyphenol). As a reaction SMILES: [Cl:1]Cl.[F:3][C:4]([F:14])([F:13])[O:5][C:6]1[CH:11]=[CH:10][C:9]([OH:12])=[CH:8][CH:7]=1>C(Cl)(Cl)(Cl)Cl>[Cl:1][C:8]1[CH:7]=[C:6]([O:5][C:4]([F:13])([F:14])[F:3])[CH:11]=[CH:10][C:9]=1[OH:12]. Reactants: ClCl (chlorine), FC(OC1=CC=C(C=C1)O)(F)F (4-trifluoromethoxyphenol), ClCl (chlorine). Run at time 1 hour.